From a dataset of the Open Reaction Database (ORD), a public repository of structured organic reaction records. describe an organic reaction: reactants, conditions, products, and yield RXN SMILES: [I-].[Na+].C(=O)([O-])[O-].[Na+].[Na+].[NH2:9][C:10]1[C:11]2[N:12]([C:16]([CH3:20])=[C:17]([CH3:19])[N:18]=2)[CH:13]=[CH:14][CH:15]=1.[CH3:21][C:22]1[C:27]([CH2:28]Cl)=[C:26]([N+:30]([O-:32])=[O:31])[CH:25]=[CH:24][CH:23]=1>CC(C)=O>[CH3:21][C:22]1[C:27]([CH2:28][NH:9][C:10]2[C:11]3[N:12]([C:16]([CH3:20])=[C:17]([CH3:19])[N:18]=3)[CH:13]=[CH:14][CH:15]=2)=[C:26]([N+:30]([O-:32])=[O:31])[CH:25]=[CH:24][CH:23]=1 |f:0.1,2.3.4|. The yield is 49.5%. The solvent is CC(=O)C (acetone). Reactants: [I-].[Na+] (Sodium iodide), C([O-])([O-])=O.[Na+].[Na+] (sodium carbonate), NC=1C=2N(C=CC1)C(=C(N2)C)C (8-amino-2,3-dimethylimidazo[1,2-a]pyridine), CC1=CC=CC(=C1CCl)[N+](=O)[O-] (6-methyl-2-nitrobenzylchloride). Reported procedure: Sodium iodide (15.0 g) and sodium carbonate (31.0 g) are added to a solution of 8-amino-2,3-dimethylimidazo[1,2-a]pyridine (14.7 g) and 6-methyl-2-nitrobenzylchloride (18.6 g) in acetone (100 ml) at RT and are heated to reflux for 6 h. After cooling to RT and evaporation of the solvent, the residue is dissolved in a mixture of ethyl acetate (200 ml) and water (200 ml), and the organic phase is separated off. After three further extractions with ethyl acetate (100 ml) the combined organic layers ... Yields the product CC1=CC=CC(=C1CNC=1C=2N(C=CC1)C(=C(N2)C)C)[N+](=O)[O-] (8-(6-Methyl-2-nitrobenzylamino)-2,3-dimethylimidazo[1,2-a]pyridine). The reactants are CN(C)C=O, CCOC(C)=O, COC(=O)c1ccc(Br)cc1F, CC(=O)[O-], CC(=O)[O-], O, OB(O)c1ccccc1, [Pd+2]. Product: COC(=O)c1ccc(-c2ccccc2)cc1F. RXN SMILES: [CH3:22][N:23]([CH3:24])[CH:25]=[O:26].[CH3:28][CH2:29][O:30][C:31](=[O:32])[CH3:33].[F:1][c:2]1[c:3]([C:4](=[O:5])[O:6][CH3:7])[cH:8][cH:9][c:10]([Br:12])[cH:11]1.[O-:35][C:36]([CH3:37])=[O:38].[O-:39][C:40]([CH3:41])=[O:42].[OH2:27].[OH:13][B:14]([OH:15])[c:16]1[cH:17][cH:18][cH:19][cH:20][cH:21]1.[Pd+2:34]>>[F:1][c:2]1[c:3]([C:4](=[O:5])[O:6][CH3:7])[cH:8][cH:9][c:10](-[c:16]2[cH:17][cH:18][cH:19][cH:20][cH:21]2)[cH:11]1. Yields the product COC(CC(C(C1=CC(=CC=C1)C(F)(F)F)=O)C1=NC(=NC=C1)SC)=O (3-(2-Methylsulfanylpyrimidin-4-yl)-4-oxo-4-(3-trifluoromethylphenyl)butyric Acid Methyl Ester). The reactants are [H-].[Na+] (Sodium hydride), CSC1=NC=CC(=N1)CC(=O)C1=CC(=CC=C1)C(F)(F)F (2-(2-Methylsulfanylpyrimidin-4-yl)-1-(3-trifluoromethylphenyl)ethanone), BrCC(=O)OC (methyl bromoacetate), 1L, C([O-])(O)=O.[Na+] (sodium bicarbonate). Run in CS(=O)C (dimethyl sulfoxide), CS(=O)C (DMSO), CS(=O)C (DMSO), O (water). Procedure details: Sodium hydride (95%, 1.78 g, 83 mmol) and dimethyl sulfoxide (DMSO) (150 mL) were combined under argon in a 3-neck 1L round bottom flask. A solution of Compound 3 in DMSO (50 mL) was added dropwise over 0.75 h using an addition funnel. After stirring an additional 0.5 h, methyl bromoacetate (7.9 mL, 83 mmol) in DMSO (50 mL) was added dropwise. After 18 h, the contents of the reaction flask were poured into water. Saturated sodium bicarbonate was added and the resulting solution was extracted sev... RXN SMILES: [H-].[Na+].[CH3:3][S:4][C:5]1[N:10]=[C:9]([CH2:11][C:12]([C:14]2[CH:19]=[CH:18][CH:17]=[C:16]([C:20]([F:23])([F:22])[F:21])[CH:15]=2)=[O:13])[CH:8]=[CH:7][N:6]=1.Br[CH2:25][C:26]([O:28][CH3:29])=[O:27].C(=O)(O)[O-].[Na+]>CS(C)=O.O>[CH3:29][O:28][C:26](=[O:27])[CH2:25][CH:11]([C:9]1[CH:8]=[CH:7][N:6]=[C:5]([S:4][CH3:3])[N:10]=1)[C:12](=[O:13])[C:14]1[CH:19]=[CH:18][CH:17]=[C:16]([C:20]([F:22])([F:23])[F:21])[CH:15]=1 |f:0.1,4.5|. Reaction conditions: time 0.5 hour. Starting materials: C1(CC1)N (cyclopropyl amine), COC1=CC(=NC(=C1)OC1=CC(=CC=C1)C(F)(F)F)C(=O)O (4-methoxy-6-{3-(trifluoromethyl)phenoxy}-2-picolinic acid), S(=O)(Cl)Cl (thionyl chloride), C1=CC=CC=C1 (benzene). The solvent is C(C)(=O)OCC (ethyl acetate), CN(C)C=O (DMF). Run at time 30 minute. The product is C1(CC1)NC(=O)C1=NC(=CC(=C1)OC)OC1=CC(=CC=C1)C(F)(F)F (N-cyclopropyl-4-methoxy-6-{3-(trifluoromethyl)phenoxy}-2-pyridine carboxamide). Reaction SMILES: [CH3:1][O:2][C:3]1[CH:8]=[C:7]([O:9][C:10]2[CH:15]=[CH:14][CH:13]=[C:12]([C:16]([F:19])([F:18])[F:17])[CH:11]=2)[N:6]=[C:5]([C:20]([OH:22])=O)[CH:4]=1.S(Cl)(Cl)=O.C1C=CC=CC=1.[CH:33]1([NH2:36])[CH2:35][CH2:34]1>C(OCC)(=O)C.CN(C=O)C>[CH:33]1([NH:36][C:20]([C:5]2[CH:4]=[C:3]([O:2][CH3:1])[CH:8]=[C:7]([O:9][C:10]3[CH:15]=[CH:14][CH:13]=[C:12]([C:16]([F:17])([F:18])[F:19])[CH:11]=3)[N:6]=2)=[O:22])[CH2:35][CH2:34]1. Procedure: 0.40 g (0.00128 mol) of 4-methoxy-6-{3-(trifluoromethyl)phenoxy}-2-picolinic acid was mixed with 0.3 g (0.00128×2.0 mol) thionyl chloride and then with about 10 ml of benzene and a small amount of DMF, followed by treating the obtained mixture under reflux for about 30 minutes. The reaction solution was concentrated and, thereafter, mixed with methylene chloride and then with 0.18 g (0.00128×2.5 mol) of cyclopropyl amine, followed by stirring at room temperature for about 30 minutes. The reactio... Starting materials: C(C)(=O)OCC (Ethyl acetate), C([O-])([O-])=O.[K+].[K+] (Potassium carbonate), BrCCBr (1,2-dibromoethane), C(C)(C)(C)C=1C=C(C=C(C1O)[N+](=O)[O-])C(C)=O (1-[3-(tert-butyl)-4-hydroxy-5-nitrophenyl]-1-ethanone). Solvent: CN(C=O)C (dimethylformamide). Run at time 12 hour. Yields the product BrCCOC1=C(C=C(C=C1[N+](=O)[O-])C(C)=O)C(C)(C)C (1-[4-(2-bromoethoxy)-3-(tert-butyl)-5-nitrophenyl]-1-ethanone). Isolated yield 69.8%. As a reaction SMILES: C(=O)([O-])[O-].[K+].[K+].[Br:7][CH2:8][CH2:9]Br.[C:11]([C:15]1[CH:16]=[C:17]([C:25](=[O:27])[CH3:26])[CH:18]=[C:19]([N+:22]([O-:24])=[O:23])[C:20]=1[OH:21])([CH3:14])([CH3:13])[CH3:12].C(OCC)(=O)C>CN(C)C=O>[Br:7][CH2:8][CH2:9][O:21][C:20]1[C:19]([N+:22]([O-:24])=[O:23])=[CH:18][C:17]([C:25](=[O:27])[CH3:26])=[CH:16][C:15]=1[C:11]([CH3:14])([CH3:13])[CH3:12] |f:0.1.2|. Procedure details: Potassium carbonate (4.65 g, 33.7 mmol) and 1,2-dibromoethane (31.7 g, 166.6 mmol) were added to a solution of 1-[3-(tert-butyl)-4-hydroxy-5-nitrophenyl]-1-ethanone (8.0 g, 33.7 mmol) in dimethylformamide (200 ml) and the mixture was stirred at room temperature for 12 hours. Ethyl acetate was added, the reaction mixture was washed with water and brine in that order and the organic layer was dried over anhydrous magnesium sulfate. The solvent was distilled off under reduced pressure and the resid... Reactants: CC(=O)OC(C)=O, CC(=O)O, COC(=O)c1ccc(C(=O)O)cc1N. Yields the product COC(=O)c1ccc(C(=O)O)cc1NC(C)=O. RXN SMILES: [CH3:1][C:2](=[O:3])[O:4][C:5](=[O:6])[CH3:7].[CH3:22][C:23](=[O:24])[OH:25].[NH2:8][c:9]1[cH:10][c:11]([C:12](=[O:13])[OH:14])[cH:15][cH:16][c:17]1[C:18](=[O:19])[O:20][CH3:21]>>[CH3:1][C:2](=[O:3])[NH:8][c:9]1[cH:10][c:11]([C:12](=[O:13])[OH:14])[cH:15][cH:16][c:17]1[C:18](=[O:19])[O:20][CH3:21]. Starting materials: NC1=CC=CC(=N1)C (6-amino-2-picoline), ice water, [H-].[Na+] (sodium hydride), C(C)Br (Ethyl bromide). Procedure details: To a 3000 ml dry toluene were added 185 g of 60% sodium hydride. A solution of 500 g of 6-amino-2-picoline and 500 ml of toluene were dropwise added at 60° C. over about 2 hours to the resulting dispersion. Ethyl bromide of 554 g were dropwise added at 70° C. over about 2 hours to the resulting mixture and stirred for additional one hour. The reation mixture was added to 3000 ml of ice water. The organic phase was extracted and the extract was washed two times with water, concentrated and dried.... The solvent is C1(=CC=CC=C1)C (toluene), C1(=CC=CC=C1)C (toluene). Conditions: time 1 hour. Yields the product C(C)NC1=CC=CC(=N1)C (6-ethylamino-2-picoline). RXN SMILES: [H-].[Na+].[NH2:3][C:4]1[N:9]=[C:8]([CH3:10])[CH:7]=[CH:6][CH:5]=1.[CH2:11](Br)[CH3:12]>C1(C)C=CC=CC=1>[CH2:11]([NH:3][C:4]1[N:9]=[C:8]([CH3:10])[CH:7]=[CH:6][CH:5]=1)[CH3:12] |f:0.1|. Starting materials: [H][H] (hydrogen), FC=1C=NC=CC1CCCNN1C=CC2=CC(=CC=C12)OCC1=CC=CC=C1 (1-[(3-fluoro-4-pyridinyl)propylamino]-5-phenylmethoxy-1H-indole), Cl (HCl). The reagents and catalysts are [Pd] (Pd/C). The solvent is C(C)O (ethanol), CCOCC (ether), C(C)O (ethanol), CO (methanol). The product is Cl.FC=1C=NC=CC1CCCNN1C=CC2=CC(=CC=C12)O (1-[(3-Fluoro-4-pyridinyl)propylamino]-1H-indol-5-ol hydrochloride). As a reaction SMILES: [F:1][C:2]1[CH:3]=[N:4][CH:5]=[CH:6][C:7]=1[CH2:8][CH2:9][CH2:10][NH:11][N:12]1[C:20]2[C:15](=[CH:16][C:17]([O:21]CC3C=CC=CC=3)=[CH:18][CH:19]=2)[CH:14]=[CH:13]1.[H][H].[ClH:31]>C(O)C.CO.CCOCC.[Pd]>[ClH:31].[F:1][C:2]1[CH:3]=[N:4][CH:5]=[CH:6][C:7]=1[CH2:8][CH2:9][CH2:10][NH:11][N:12]1[C:20]2[C:15](=[CH:16][C:17]([OH:21])=[CH:18][CH:19]=2)[CH:14]=[CH:13]1 |f:7.8|. Procedure: In a 500 ml Parr hydrogenation bottle, 10% Pd/C (1.5 g) was suspended in 50 ml ethanol, and to this was added a solution of 1-[(3-fluoro-4-pyridinyl)propylamino]-5-phenylmethoxy-1H-indole (15.0 g) in 200 ml ethanol. The mixture was shaken under 50 psi hydrogen gas for three hours at 50° C. Upon cooling, the mixture was filtered, and the filtrate was concentrated to give a solid, 11.4 g. This material was eluted on a silica gel column with ethyl acetate/dichloromethane (1:3) via HPLC, and the des...